This data is from the Open Reaction Database (ORD), a public repository of structured organic reaction records. The task is: describe an organic reaction: reactants, conditions, products, and yield Reactants: NCC1CN(Cc2ccc(Cl)c(Cl)c2)CCO1, O=C(O)Cc1cc(C(F)(F)F)cc(C(F)(F)F)c1. The product is O=C(Cc1cc(C(F)(F)F)cc(C(F)(F)F)c1)NCC1CN(Cc2ccc(Cl)c(Cl)c2)CCO1. RXN SMILES: [Cl:1][c:2]1[cH:3][c:4]([CH2:5][N:6]2[CH2:7][CH:8]([CH2:12][NH2:13])[O:9][CH2:10][CH2:11]2)[cH:14][cH:15][c:16]1[Cl:17].[F:18][C:19]([c:20]1[cH:21][c:22]([CH2:30][C:31](=[O:32])[OH:33])[cH:23][c:24]([C:26]([F:27])([F:28])[F:29])[cH:25]1)([F:34])[F:35]>>[Cl:1][c:2]1[cH:3][c:4]([CH2:5][N:6]2[CH2:7][CH:8]([CH2:12][NH:13][C:31]([CH2:30][c:22]3[cH:21][c:20]([C:19]([F:18])([F:34])[F:35])[cH:25][c:24]([C:26]([F:27])([F:28])[F:29])[cH:23]3)=[O:32])[O:9][CH2:10][CH2:11]2)[cH:14][cH:15][c:16]1[Cl:17]. Starting materials: CO, Cc1c(Cl)nc2nc(N)ccc2c1C, O, Sc1ccccc1. The product is Cc1c(Sc2ccccc2)nc2nc(N)ccc2c1C. Reaction SMILES: [CH3:23][OH:24].[NH2:1][c:2]1[n:3][c:4]2[n:5][c:6]([Cl:14])[c:7]([CH3:13])[c:8]([CH3:12])[c:9]2[cH:10][cH:11]1.[OH2:22].[SH:15][c:16]1[cH:17][cH:18][cH:19][cH:20][cH:21]1>>[NH2:1][c:2]1[n:3][c:4]2[n:5][c:6]([S:15][c:16]3[cH:17][cH:18][cH:19][cH:20][cH:21]3)[c:7]([CH3:13])[c:8]([CH3:12])[c:9]2[cH:10][cH:11]1. The reactants are O.C(C=O)(=O)O (glyoxylic acid monohydrate), CC(=O)C1=CC=C(C=C1)Cl (4-chloroacetophenone). Product: ClC1=CC=C(C=C1)C(CC(C(=O)O)O)=O (4-(4-chloro-phenyl)-2-hydroxy-4-oxo-butyric acid). Reaction SMILES: O.[C:2]([OH:6])(=[O:5])[CH:3]=[O:4].[CH3:7][C:8]([C:10]1[CH:15]=[CH:14][C:13]([Cl:16])=[CH:12][CH:11]=1)=[O:9]>>[Cl:16][C:13]1[CH:14]=[CH:15][C:10]([C:8](=[O:9])[CH2:7][CH:3]([OH:4])[C:2]([OH:6])=[O:5])=[CH:11][CH:12]=1 |f:0.1|. Procedure: A mixture of glyoxylic acid monohydrate (4.6 g, 50 mmol) and 4-chloroacetophenone (15.4 g, 0.1 mol) are heated at +95° C. under reduced pressure (50 mbar) for 3 hours. During this time, water is continually removed. After cooling, the reaction mixture is taken up in aqueous sodium carbonate solution and extracted with diethyl ether. The aqueous layer is acidified with 15% hydrochloric acid and extracted with ethyl acetate. The organic layer is dried over sodium sulfate and evaporated, the residu... Starting materials: CCCCC1NC(C(=O)OC)Cc2c1[nH]c1ccccc21, CO, [Na+], [OH-]. The product is CCCCC1NC(C(=O)O)Cc2c1[nH]c1ccccc21. Reaction SMILES: [CH2:1]([CH2:2][CH2:3][CH3:4])[CH:5]1[NH:6][CH:7]([C:18](=[O:19])[O:20][CH3:21])[CH2:8][c:9]2[c:10]3[cH:11][cH:12][cH:13][cH:14][c:15]3[nH:16][c:17]21.[CH3:24][OH:25].[Na+:23].[OH-:22]>>[CH2:1]([CH2:2][CH2:3][CH3:4])[CH:5]1[NH:6][CH:7]([C:18](=[O:19])[OH:20])[CH2:8][c:9]2[c:10]3[cH:11][cH:12][cH:13][cH:14][c:15]3[nH:16][c:17]21. Starting materials: CC(CC1=CC=C(C=C1)NC(CC1=NC=CC=C1)=O)(C)NC(OC(C)(C)C)=O (tert-butyl N-[1,1-di-methyl-2-[4-[[2-(2-pyridyl)acetyl]amino]phenyl]ethyl]-carbamate), Cl.C(C)(=O)OCC (hydrochloride ethyl acetate). Solvent: CO (methanol). Run at time 8 hour. Product: Cl.CC(CC1=CC=C(NC(CC2=NC=CC=C2)=O)C=C1)(NC[C@@H](C1=CC=CC=C1)O)C ((R)-4′-[2,2-dimethyl-2-[(2-hydroxy-2-phenylethyl)amino]ethyl]-2-(2-pyridyl)acetanilide hydrochloride). As a reaction SMILES: [CH3:1][C:2]([NH:21][C:22](=O)OC(C)(C)C)([CH3:20])[CH2:3][C:4]1[CH:9]=[CH:8][C:7]([NH:10][C:11](=[O:19])[CH2:12][C:13]2[CH:18]=[CH:17][CH:16]=[CH:15][N:14]=2)=[CH:6][CH:5]=1.[ClH:29].C([O:33][CH2:34][CH3:35])(=O)C>CO>[ClH:29].[CH3:20][C:2]([CH3:1])([NH:21][CH2:22][C@H:34]([OH:33])[C:35]1[CH:5]=[CH:4][CH:3]=[CH:2][CH:1]=1)[CH2:3][C:4]1[CH:5]=[CH:6][C:7]([NH:10][C:11](=[O:19])[CH2:12][C:13]2[CH:18]=[CH:17][CH:16]=[CH:15][N:14]=2)=[CH:8][CH:9]=1 |f:1.2,4.5|. Procedure: To a solution of 490 mg of tert-butyl N-[1,1-di-methyl-2-[4-[[2-(2-pyridyl)acetyl]amino]phenyl]ethyl]-carbamate in 10 ml of methanol was added 30 ml of a 4N hydrochloride-ethyl acetate solution. After the reaction solution was stirred at room temperature for eight hours, the solvent was evaporated in vacuo. To the residue were added an aqueous solution of sodium hydrogen carbonate and potassium carbonate to adjust to pH about 12. The resulting aqueous phase was extracted with a mixed solvent of ... Reactants: CN(C)c1ccncc1, COc1cc2nccc(Cl)c2cc1OC, Clc1ccccc1Cl, O, Oc1cnc2ccccc2c1. The product is COc1cc2nccc(Oc3cnc4ccccc4c3)c2cc1OC. As a reaction SMILES: [CH3:28][N:29]([CH3:30])[c:31]1[cH:32][cH:33][n:34][cH:35][cH:36]1.[Cl:1][c:2]1[cH:3][cH:4][n:5][c:6]2[cH:7][c:8]([O:14][CH3:15])[c:9]([O:12][CH3:13])[cH:10][c:11]12.[Cl:37][c:38]1[cH:39][cH:40][cH:41][cH:42][c:43]1[Cl:44].[OH2:27].[OH:16][c:17]1[cH:18][n:19][c:20]2[cH:21][cH:22][cH:23][cH:24][c:25]2[cH:26]1>>[c:2]1([O:16][c:17]2[cH:18][n:19][c:20]3[cH:21][cH:22][cH:23][cH:24][c:25]3[cH:26]2)[cH:3][cH:4][n:5][c:6]2[cH:7][c:8]([O:14][CH3:15])[c:9]([O:12][CH3:13])[cH:10][c:11]12. The reactants are ClCCl, Cc1ccc2c(N3CCC(NC(=O)OC(C)(C)C)CC3)nc(-c3ccccc3O)nc2c1, O=C(O)C(F)(F)F. Yields the product Cc1ccc2c(N3CCC(N)CC3)nc(-c3ccccc3O)nc2c1. As a reaction SMILES: [Cl:40][CH2:41][Cl:42].[OH:1][c:2]1[c:3](-[c:8]2[n:9][c:10]3[cH:11][c:12]([CH3:32])[cH:13][cH:14][c:15]3[c:16]([N:18]3[CH2:19][CH2:20][CH:21]([NH:24][C:25](=[O:26])[O:27][C:28]([CH3:29])([CH3:30])[CH3:31])[CH2:22][CH2:23]3)[n:17]2)[cH:4][cH:5][cH:6][cH:7]1.[OH:33][C:34]([C:35]([F:36])([F:37])[F:38])=[O:39]>>[OH:1][c:2]1[c:3](-[c:8]2[n:9][c:10]3[cH:11][c:12]([CH3:32])[cH:13][cH:14][c:15]3[c:16]([N:18]3[CH2:19][CH2:20][CH:21]([NH2:24])[CH2:22][CH2:23]3)[n:17]2)[cH:4][cH:5][cH:6][cH:7]1.